This data is from the Open Reaction Database (ORD), a public repository of structured organic reaction records. The task is: describe an organic reaction: reactants, conditions, products, and yield Starting materials: COC(=O)c1ccc2c(=O)n(CC(C)C)c(CNC(=O)OC(C)(C)C)c(-c3cccc(F)c3)c2c1, CO, Cl, [Na+], C1CCOC1, [OH-], O. Product: CC(C)Cn1c(CNC(=O)OC(C)(C)C)c(-c2cccc(F)c2)c2cc(C(=O)O)ccc2c1=O. Reaction SMILES: [C:1]([CH3:2])([CH3:3])([CH3:4])[O:5][C:6](=[O:7])[NH:8][CH2:9][c:10]1[n:11]([CH2:32][CH:33]([CH3:34])[CH3:35])[c:12](=[O:31])[c:13]2[cH:14][cH:15][c:16]([C:27](=[O:28])[O:29][CH3:30])[cH:17][c:18]2[c:19]1-[c:20]1[cH:21][c:22]([F:26])[cH:23][cH:24][cH:25]1.[CH3:45][OH:46].[ClH:39].[Na+:37].[O:40]1[CH2:41][CH2:42][CH2:43][CH2:44]1.[OH-:36].[OH2:38]>>[C:1]([CH3:2])([CH3:3])([CH3:4])[O:5][C:6](=[O:7])[NH:8][CH2:9][c:10]1[n:11]([CH2:32][CH:33]([CH3:34])[CH3:35])[c:12](=[O:31])[c:13]2[cH:14][cH:15][c:16]([C:27](=[O:28])[OH:29])[cH:17][c:18]2[c:19]1-[c:20]1[cH:21][c:22]([F:26])[cH:23][cH:24][cH:25]1. Reactants: O=C1CCC(=O)N1Br, CN(Cc1cc(-c2ccccc2)cs1)C(=O)OC(C)(C)C, CN(C)C=O, O. Yields the product CN(Cc1cc(-c2ccccc2)c(Br)s1)C(=O)OC(C)(C)C. Reaction SMILES: [Br:22][N:23]1[C:24](=[O:25])[CH2:26][CH2:27][C:28]1=[O:29].[CH3:1][N:2]([C:3]([O:4][C:5]([CH3:6])([CH3:7])[CH3:8])=[O:9])[CH2:10][c:11]1[s:12][cH:13][c:14](-[c:16]2[cH:17][cH:18][cH:19][cH:20][cH:21]2)[cH:15]1.[CH3:31][N:32]([CH3:33])[CH:34]=[O:35].[OH2:30]>>[CH3:1][N:2]([C:3]([O:4][C:5]([CH3:6])([CH3:7])[CH3:8])=[O:9])[CH2:10][c:11]1[s:12][c:13]([Br:22])[c:14](-[c:16]2[cH:17][cH:18][cH:19][cH:20][cH:21]2)[cH:15]1. Reactants: C(C)(=O)O[C@@H](C(=O)N(CC[C@@H](CF)N1C(C2=CC=CC=C2C1=O)=O)[C@H](C(C)(C)C)C=1N=C(SC1CC1=CC=CC=C1)C1=C(C=CC(=C1)F)F)C ((R)-1-(((R)-1-(5-benzyl-2-(2,5-difluorophenyl)thiazol-4-yl)-2,2-dimethylpropyl)((S)-3-(1,3-dioxoisoindolin-2-yl)-4-fluorobutyl)amino)-1-oxopropan-2-yl acetate), NN (hydrazine). Run in CCO (EtOH). Run at temperature 60 celsius. Yields the product N[C@@H](CCN(C([C@H](C)O)=O)[C@H](C(C)(C)C)C=1N=C(SC1CC1=CC=CC=C1)C1=C(C=CC(=C1)F)F)CF ((S)-N-((S)-3-amino-4-fluorobutyl)-N-((R)-1-(5-benzyl-2-(2,5-difluorophenyl)thiazol-4-yl)-2,2-dimethylpropyl)-2-hydroxypropanamide). Isolated yield 30.8%. As a reaction SMILES: C([O:4][C@H:5]([CH3:50])[C:6]([N:8]([C@@H:25]([C:30]1[N:31]=[C:32]([C:42]2[CH:47]=[C:46]([F:48])[CH:45]=[CH:44][C:43]=2[F:49])[S:33][C:34]=1[CH2:35][C:36]1[CH:41]=[CH:40][CH:39]=[CH:38][CH:37]=1)[C:26]([CH3:29])([CH3:28])[CH3:27])[CH2:9][CH2:10][C@H:11]([N:14]1C(=O)C2C(=CC=CC=2)C1=O)[CH2:12][F:13])=[O:7])(=O)C.NN>CCO>[NH2:14][C@H:11]([CH2:12][F:13])[CH2:10][CH2:9][N:8]([C@@H:25]([C:30]1[N:31]=[C:32]([C:42]2[CH:47]=[C:46]([F:48])[CH:45]=[CH:44][C:43]=2[F:49])[S:33][C:34]=1[CH2:35][C:36]1[CH:41]=[CH:40][CH:39]=[CH:38][CH:37]=1)[C:26]([CH3:28])([CH3:27])[CH3:29])[C:6](=[O:7])[C@@H:5]([OH:4])[CH3:50]. Procedure details: To a solution of (R)-1-(((R)-1-(5-benzyl-2-(2,5-difluorophenyl)thiazol-4-yl)-2,2-dimethylpropyl)((S)-3-(1,3-dioxoisoindolin-2-yl)-4-fluorobutyl)amino)-1-oxopropan-2-yl acetate (10 mg, 0.014 mmol) in EtOH (1 mL) was added anhydrous hydrazine (45 μL). The reaction was heated at 60° C. for 14 h. After cooled the reaction mixture, the white precipitate was filtered through Celite® pad with EtOH washes. The filtrate was concentrated and purified by preparative reverse phase HPLC. The pure fractions w... The reactants are CN(CCN)C (N,N-dimethylethane-1,2-diamine), BrC=1SC(=CN1)C=1C=C(C=CC1)NC1=NC=CC(=N1)C(F)(F)F (N-[3-(2-bromo-1,3-thiazol-5-yl)phenyl]-4-(trifluoromethyl)pyrimidin-2-amine), C(=O)([O-])[O-].[K+].[K+] (K2CO3), O1C(NCC1)=O (1,3-oxazolidin-2-one). The reagents and catalysts are [Cu](I)I (copper iodide). Run in C(C)(=O)OCC (ethyl acetate), O1CCOCC1 (dioxane). Conditions: temperature 110 celsius, time 4 hour. Yields the product FC(C1=NC(=NC=C1)NC=1C=C(C=CC1)C1=CN=C(S1)N1C(OCC1)=O)(F)F (3-[5-(3-{[4-(trifluoromethyl)pyrimidin-2-yl]amino}phenyl)-1,3-thiazol-2-yl]-1,3-oxazolidin-2-one). Isolated yield 53.6%. Reaction SMILES: Br[C:2]1[S:3][C:4]([C:7]2[CH:8]=[C:9]([NH:13][C:14]3[N:19]=[C:18]([C:20]([F:23])([F:22])[F:21])[CH:17]=[CH:16][N:15]=3)[CH:10]=[CH:11][CH:12]=2)=[CH:5][N:6]=1.C([O-])([O-])=O.[K+].[K+].[O:30]1[CH2:34][CH2:33][NH:32][C:31]1=[O:35].CN(C)CCN>C(OCC)(=O)C.[Cu](I)I.O1CCOCC1>[F:21][C:20]([F:23])([F:22])[C:18]1[CH:17]=[CH:16][N:15]=[C:14]([NH:13][C:9]2[CH:8]=[C:7]([C:4]3[S:3][C:2]([N:32]4[CH2:33][CH2:34][O:30][C:31]4=[O:35])=[N:6][CH:5]=3)[CH:12]=[CH:11][CH:10]=2)[N:19]=1 |f:1.2.3|. Reported procedure: To N-[3-(2-bromo-1,3-thiazol-5-yl)phenyl]-4-(trifluoromethyl)pyrimidin-2-amine (180 mg, 0.449 mmol) were added copper iodide (17.09 mg, 0.090 mmol), K2CO3 (124 mg, 0.897 mmol), 1,3-oxazolidin-2-one (78 mg, 0.897 mmol) and dioxane. N,N-dimethylethane-1,2-diamine (7.91 mg, 0.090 mmol) was added and the reaction was allowed to stir at 110° C. for 4 hours. The reaction mixture was diluted with ethyl acetate washed with brine, dried over Na2SO4 and concentrated in vacuo. The product was purified by c...